From a dataset of the Open Reaction Database (ORD), a public repository of structured organic reaction records. describe an organic reaction: reactants, conditions, products, and yield Starting materials: CC(C)(C)c1cc(C(=O)O)cc(C(C)(C)C)c1O, CCCCC1OC(=O)c2cc(N)ccc21, O=S(Cl)Cl, c1ccncc1. The product is CCCCC1OC(=O)c2cc(NC(=O)c3cc(C(C)(C)C)c(O)c(C(C)(C)C)c3)ccc21. RXN SMILES: [C:1]([CH3:2])([CH3:3])([CH3:4])[c:5]1[cH:6][c:7]([C:8](=[O:9])[OH:10])[cH:11][c:12]([C:15]([CH3:16])([CH3:17])[CH3:18])[c:13]1[OH:14].[NH2:23][c:24]1[cH:25][cH:26][c:27]2[c:32]([cH:33]1)[C:30](=[O:31])[O:29][CH:28]2[CH2:34][CH2:35][CH2:36][CH3:37].[S:19]([Cl:20])([Cl:21])=[O:22].[cH:38]1[cH:39][cH:40][n:41][cH:42][cH:43]1>>[C:1]([CH3:2])([CH3:3])([CH3:4])[c:5]1[cH:6][c:7]([C:8](=[O:10])[NH:23][c:24]2[cH:25][cH:26][c:27]3[c:32]([cH:33]2)[C:30](=[O:31])[O:29][CH:28]3[CH2:34][CH2:35][CH2:36][CH3:37])[cH:11][c:12]([C:15]([CH3:16])([CH3:17])[CH3:18])[c:13]1[OH:14].